This data is from the Open Reaction Database (ORD), a public repository of structured organic reaction records. The task is: describe an organic reaction: reactants, conditions, products, and yield Starting materials: CC(=O)Oc1ccccc1C(=O)Nc1cc(N)ccc1C(=O)O, COc1ccccc1C(=O)Cl. The product is COc1ccccc1C(=O)Nc1ccc(C(=O)O)c(NC(=O)c2ccccc2OC(C)=O)c1. Reaction SMILES: [C:1]([CH3:2])(=[O:3])[O:4][c:5]1[c:6]([C:7](=[O:8])[NH:9][c:10]2[c:11]([C:12](=[O:13])[OH:14])[cH:15][cH:16][c:17]([NH2:19])[cH:18]2)[cH:20][cH:21][cH:22][cH:23]1.[CH3:24][O:25][c:26]1[c:27]([C:28](=[O:29])[Cl:30])[cH:31][cH:32][cH:33][cH:34]1>>[C:1]([CH3:2])(=[O:3])[O:4][c:5]1[c:6]([C:7](=[O:8])[NH:9][c:10]2[c:11]([C:12](=[O:13])[OH:14])[cH:15][cH:16][c:17]([NH:19][C:28]([c:27]3[c:26]([O:25][CH3:24])[cH:34][cH:33][cH:32][cH:31]3)=[O:29])[cH:18]2)[cH:20][cH:21][cH:22][cH:23]1.